Dataset: the Open Reaction Database (ORD), a public repository of structured organic reaction records. Task: describe an organic reaction: reactants, conditions, products, and yield The reactants are N (ammonia), C(C)(=O)O[C@H]1[C@@H](O[C@@H](C1)COC(C1=CC=CC=C1)=O)N1C2=NC=NC(=C2N=C1)NC1CCC(CC1)O ((5S,2R,3R)-2-{6-[(4-hydroxycyclohexyl)amino]purin-9-yl}-5-(benzoyloxymethyl)oxolan-3-yl acetate), OC1CCC(CC1)NC1=C2N=CN(C2=NC=N1)[C@@H]1O[C@@H](C[C@H]1O)COC(C1=CC=CC=C1)=O ((5S,2R,3R)-2-{6-[(4-hydroxycyclohexyl)amino]purin-9-yl}-5-(benzoyloxymethyl)oxolan-3-ol). The solvent is CO (Methanol). Run at time 36 hour. The product is OC1CCC(CC1)NC1=C2N=CN(C2=NC=N1)[C@@H]1O[C@@H](C[C@H]1O)CO ((5S,2R,3R)-2-{6-[(4-hydroxycyclohexyl)amino]purin-9-yl}-5-(hydroxymethyl)oxolan-3-ol). RXN SMILES: N.C([O:5][C@@H:6]1[CH2:10][C@@H:9]([CH2:11][O:12]C(=O)C2C=CC=CC=2)[O:8][C@H:7]1[N:21]1[CH:29]=[N:28][C:27]2[C:22]1=[N:23][CH:24]=[N:25][C:26]=2[NH:30][CH:31]1[CH2:36][CH2:35][CH:34]([OH:37])[CH2:33][CH2:32]1)(=O)C.OC1CCC(NC2N=CN=C3C=2N=CN3[C@H]2[C@H](O)C[C@@H](COC(=O)C3C=CC=CC=3)O2)CC1>CO>[OH:37][CH:34]1[CH2:35][CH2:36][CH:31]([NH:30][C:26]2[N:25]=[CH:24][N:23]=[C:22]3[C:27]=2[N:28]=[CH:29][N:21]3[C@H:7]2[C@H:6]([OH:5])[CH2:10][C@@H:9]([CH2:11][OH:12])[O:8]2)[CH2:32][CH2:33]1. Procedure: Methanol saturated with ammonia (20 mL) at 0° C. was added to a mixture of (5S,2R,3R)-2-{6-[(4-hydroxycyclohexyl)amino]purin-9-yl}-5-(benzoyloxymethyl)oxolan-3-yl acetate and (5S,2R,3R)-2-{6-[(4-hydroxycyclohexyl)amino]purin-9-yl}-5-(benzoyloxymethyl)oxolan-3-ol. The mixture was stirred at room temperature for 36 hours. The solvent was evaporated under reduced pressure, and the residue was purified on a Chromatotron to obtain (5S,2R,3R)-2-{6-[(4-hydroxycyclohexyl)amino]purin-9-yl}-5-(hydroxymeth... Starting materials: CNC(=O)Nc1ccc(Oc2ccnc3cc(OCC4CO4)c(C#N)cc23)cc1Cl, C1CCNCC1, C1CCOC1. The product is CNC(=O)Nc1ccc(Oc2ccnc3cc(OCC(O)CN4CCCCC4)c(C#N)cc23)cc1Cl. Reaction SMILES: [C:7](#[N:8])[c:9]1[cH:10][c:11]2[c:12]([O:24][c:25]3[cH:26][c:27]([Cl:36])[c:28]([NH:31][C:32](=[O:33])[NH:34][CH3:35])[cH:29][cH:30]3)[cH:13][cH:14][n:15][c:16]2[cH:17][c:18]1[O:19][CH2:20][CH:21]1[O:22][CH2:23]1.[CH2:1]1[CH2:2][CH2:3][NH:4][CH2:5][CH2:6]1.[O:37]1[CH2:38][CH2:39][CH2:40][CH2:41]1>>[CH2:1]1[CH2:2][CH2:3][N:4]([CH2:23][CH:21]([CH2:20][O:19][c:18]2[c:9]([C:7]#[N:8])[cH:10][c:11]3[c:12]([O:24][c:25]4[cH:26][c:27]([Cl:36])[c:28]([NH:31][C:32](=[O:33])[NH:34][CH3:35])[cH:29][cH:30]4)[cH:13][cH:14][n:15][c:16]3[cH:17]2)[OH:22])[CH2:5][CH2:6]1. Starting materials: ClCCl, O=C(O)C(F)(F)F, CC(C)(C)OC(=O)c1c(Cl)nc(Cl)c(C(=O)O)c1N. The product is Nc1c(C(=O)O)c(Cl)nc(Cl)c1C(=O)O. Reaction SMILES: [Cl:27][CH2:28][Cl:29].[F:1][C:2]([F:3])([F:4])[C:5]([OH:6])=[O:7].[NH2:8][c:9]1[c:10]([C:20](=[O:21])[O:22][C:23]([CH3:24])([CH3:25])[CH3:26])[c:11]([Cl:19])[n:12][c:13]([Cl:18])[c:14]1[C:15](=[O:16])[OH:17]>>[NH2:8][c:9]1[c:10]([C:20](=[O:21])[OH:22])[c:11]([Cl:19])[n:12][c:13]([Cl:18])[c:14]1[C:15](=[O:16])[OH:17]. Starting materials: CN1CCOCC1, COC(=O)CCN, O=Cc1ccc(C(=O)O)cc1, ClCCl, Cl, O. Yields the product COC(=O)CCNC(=O)c1ccc(C=O)cc1. RXN SMILES: [CH3:12][N:13]1[CH2:14][CH2:15][O:16][CH2:17][CH2:18]1.[CH3:20][O:21][C:22]([CH2:23][CH2:24][NH2:25])=[O:26].[CH:1](=[O:2])[c:3]1[cH:4][cH:5][c:6]([C:7](=[O:8])[OH:9])[cH:10][cH:11]1.[Cl:28][CH2:29][Cl:30].[ClH:19].[OH2:27]>>[CH:1](=[O:2])[c:3]1[cH:4][cH:5][c:6]([C:7](=[O:9])[NH:25][CH2:24][CH2:23][C:22]([O:21][CH3:20])=[O:26])[cH:10][cH:11]1. The reactants are CCOC(=O)Cc1nc2cc(F)c(N3CCN(C(=O)OC(C)(C)C)CC3)cc2n1C1CC1, CC(C)(C)OC(=O)NN, c1ccncc1. The product is CC(C)(C)OC(=O)NNC(=O)Cc1nc2cc(F)c(N3CCN(C(=O)OC(C)(C)C)CC3)cc2n1C1CC1. Reaction SMILES: [C:1]([CH3:2])([CH3:3])([CH3:4])[O:5][C:6](=[O:7])[N:8]1[CH2:9][CH2:10][N:11]([c:14]2[c:15]([F:32])[cH:16][c:17]3[c:18]([n:19]([CH:28]4[CH2:29][CH2:30]4)[c:20]([CH2:22][C:23](=[O:24])[O:25][CH2:26][CH3:27])[n:21]3)[cH:31]2)[CH2:12][CH2:13]1.[C:33]([NH:34][NH2:35])(=[O:36])[O:37][C:38]([CH3:39])([CH3:40])[CH3:41].[cH:42]1[cH:43][cH:44][n:45][cH:46][cH:47]1>>[C:1]([CH3:2])([CH3:3])([CH3:4])[O:5][C:6](=[O:7])[N:8]1[CH2:9][CH2:10][N:11]([c:14]2[c:15]([F:32])[cH:16][c:17]3[c:18]([n:19]([CH:28]4[CH2:29][CH2:30]4)[c:20]([CH2:22][C:23](=[O:24])[NH:35][NH:34][C:33](=[O:36])[O:37][C:38]([CH3:39])([CH3:40])[CH3:41])[n:21]3)[cH:31]2)[CH2:12][CH2:13]1. Starting materials: C1CCOC1, CCOC(C)=O, [Li]CCCC, COC(=O)c1cc(I)cc(C(=O)OC)c1, O, c1ccc(P(c2ccccc2)(c2ccccc2)[Pd](P(c2ccccc2)(c2ccccc2)c2ccccc2)(P(c2ccccc2)(c2ccccc2)c2ccccc2)P(c2ccccc2)(c2ccccc2)c2ccccc2)cc1, c1cocn1. Product: COC(=O)c1cc(C(=O)OC)cc(-c2ncco2)c1. Reaction SMILES: [CH2:26]1[O:27][CH2:28][CH2:29][CH2:30]1.[CH3:31][CH2:32][O:33][C:34]([CH3:35])=[O:36].[CH3:6][CH2:7][CH2:8][CH2:9][Li:10].[I:11][c:12]1[cH:13][c:14]([C:22](=[O:23])[O:24][CH3:25])[cH:15][c:16]([C:17](=[O:18])[O:19][CH3:20])[cH:21]1.[OH2:37].[cH:38]1[cH:39][cH:40][c:41]([P:42]([Pd:43]([P:44]([c:45]2[cH:46][cH:47][cH:48][cH:49][cH:50]2)([c:51]2[cH:52][cH:53][cH:54][cH:55][cH:56]2)[c:57]2[cH:58][cH:59][cH:60][cH:61][cH:62]2)([P:63]([c:64]2[cH:65][cH:66][cH:67][cH:68][cH:69]2)([c:70]2[cH:71][cH:72][cH:73][cH:74][cH:75]2)[c:76]2[cH:77][cH:78][cH:79][cH:80][cH:81]2)[P:82]([c:83]2[cH:84][cH:85][cH:86][cH:87][cH:88]2)([c:89]2[cH:90][cH:91][cH:92][cH:93][cH:94]2)[c:95]2[cH:96][cH:97][cH:98][cH:99][cH:100]2)([c:101]2[cH:102][cH:103][cH:104][cH:105][cH:106]2)[c:107]2[cH:108][cH:109][cH:110][cH:111][cH:112]2)[cH:113][cH:114]1.[o:1]1[cH:2][n:3][cH:4][cH:5]1>>[o:1]1[c:2](-[c:12]2[cH:13][c:14]([C:22](=[O:23])[O:24][CH3:25])[cH:15][c:16]([C:17](=[O:18])[O:19][CH3:20])[cH:21]2)[n:3][cH:4][cH:5]1. Reactants: C[Si](N[Si](C)(C)C)(C)C (hexamethyldisilazane), CN(S(=O)(=O)N)C (N,N-dimethylsulfamide), N (ammonia). The reagents and catalysts are S1(=O)(=O)NC(=O)C2=CC=CC=C12 (saccharin). Run in C1(=CC=CC=C1)C (toluene). Product: CN(S(=O)(=O)N[Si](C)(C)C)C (N,N-dimethyl-N'-trimethylsilylsulfamide). Isolated yield 140.1%. As a reaction SMILES: [CH3:1][Si:2]([CH3:9])([CH3:8])[NH:3][Si](C)(C)C.[CH3:10][N:11]([CH3:16])[S:12](N)(=[O:14])=[O:13].N>S1(C2C(=CC=CC=2)C(=O)N1)(=O)=O.C1(C)C=CC=CC=1>[CH3:10][N:11]([CH3:16])[S:12]([NH:3][Si:2]([CH3:9])([CH3:8])[CH3:1])(=[O:14])=[O:13]. Procedure: 3 ml (14.4 mmoles) of hexamethyldisilazane were added to a refluxing mixture of 2.48 g (20 mmoles) of N,N-dimethylsulfamide, 9 mg (0.05 mmole) of saccharin and 30 ml of toluene. By the method described hereinbefore, it was established that the calculated amount of ammonia had been evolved after refluxing for one hour and volatile materials were then evaporated under reduced pressure. The residue was dried to room temperature to obtain 3.96 g (101%) of N,N-dimethyl-N'-trimethylsilylsulfamide melt... Starting materials: COc1ccc2[nH]c(C3=CCC(Cc4ccccc4)(N(C)C)CC3)c(C)c2c1, CC(=O)O, CCO, CCOC(C)=O. Product: COc1ccc2[nH]c(C3CCC(Cc4ccccc4)(N(C)C)CC3)c(C)c2c1. Reaction SMILES: [CH2:1]([c:2]1[cH:3][cH:4][cH:5][cH:6][cH:7]1)[C:8]1([N:26]([CH3:27])[CH3:28])[CH2:9][CH:10]=[C:11]([c:14]2[nH:15][c:16]3[cH:17][cH:18][c:19]([O:24][CH3:25])[cH:20][c:21]3[c:22]2[CH3:23])[CH2:12][CH2:13]1.[CH3:29][C:30](=[O:31])[OH:32].[CH3:33][CH2:34][OH:35].[CH3:36][CH2:37][O:38][C:39](=[O:40])[CH3:41]>>[CH2:1]([c:2]1[cH:3][cH:4][cH:5][cH:6][cH:7]1)[C:8]1([N:26]([CH3:27])[CH3:28])[CH2:9][CH2:10][CH:11]([c:14]2[nH:15][c:16]3[cH:17][cH:18][c:19]([O:24][CH3:25])[cH:20][c:21]3[c:22]2[CH3:23])[CH2:12][CH2:13]1. The solvent is O1CCOCC1 (dioxane). The reactants are COC=1C(=C(CC2=CC(=C(C(=O)O)C=C2)OCC2=CC=CC=C2)C(=C(C1OC)OC)OC)C (4-(3,4,5,6-tetramethoxy-2-methylbenzyl)-2-benzyloxybenzoic acid), [H][H] (hydrogen), C(C)O (ethanol). Yield: 75.4%. Procedure details: 10% Pd—C (50 mg) was added to an ethanol (10 ml) and dioxane (10 ml) mixed solution of 4-(3,4,5,6-tetramethoxy-2-methylbenzyl)-2-benzyloxybenzoic acid (150 mg, 0.3554 mmol) and the resulting solution was stirred at room temperature for 16 hours in a hydrogen stream. The reaction solution was filtered, the filtrate was concentrated under reduced pressure, and the residue was washed with hexane to obtain the titled compound (97 mg, 0.2679 mmol, 75%). Yields the product COC=1C(=C(CC2=CC(=C(C(=O)O)C=C2)O)C(=C(C1OC)OC)OC)C (4-(3,4,5,6-Tetramethoxy-2-methylbenzyl)-2-hydroxybenzoic acid). Reaction SMILES: C(O)C.[CH3:4][O:5][C:6]1[C:7]([CH3:36])=[C:8]([C:27]([O:34][CH3:35])=[C:28]([O:32][CH3:33])[C:29]=1[O:30][CH3:31])[CH2:9][C:10]1[CH:18]=[CH:17][C:13]([C:14]([OH:16])=[O:15])=[C:12]([O:19]CC2C=CC=CC=2)[CH:11]=1.[H][H]>[Pd].O1CCOCC1>[CH3:4][O:5][C:6]1[C:7]([CH3:36])=[C:8]([C:27]([O:34][CH3:35])=[C:28]([O:32][CH3:33])[C:29]=1[O:30][CH3:31])[CH2:9][C:10]1[CH:18]=[CH:17][C:13]([C:14]([OH:16])=[O:15])=[C:12]([OH:19])[CH:11]=1. The reagents and catalysts are [Pd] (Pd—C). The reactants are CCOC(=O)c1ccc(C(=O)CBr)cc1, CCOC(C)=O, O=C(OC1CN2CCC1CC2)C(Nc1ccccc1)c1ccccc1. Product: [Br-], CCOC(=O)c1ccc(C(=O)C[N+]23CCC(CC2)C(OC(=O)C(Nc2ccccc2)c2ccccc2)C3)cc1. Reaction SMILES: [Br:26][CH2:27][C:28](=[O:29])[c:30]1[cH:31][cH:32][c:33]([C:34](=[O:35])[O:36][CH2:37][CH3:38])[cH:39][cH:40]1.[CH3:41][CH2:42][O:43][C:44]([CH3:45])=[O:46].[c:1]1([CH:7]([C:8](=[O:9])[O:10][CH:11]2[CH2:12][N:13]3[CH2:14][CH2:15][CH:16]2[CH2:17][CH2:18]3)[NH:19][c:20]2[cH:21][cH:22][cH:23][cH:24][cH:25]2)[cH:2][cH:3][cH:4][cH:5][cH:6]1>>[Br-:26].[c:1]1([CH:7]([C:8](=[O:9])[O:10][CH:11]2[CH2:12][N+:13]3([CH2:27][C:28](=[O:29])[c:30]4[cH:31][cH:32][c:33]([C:34](=[O:35])[O:36][CH2:37][CH3:38])[cH:39][cH:40]4)[CH2:14][CH2:15][CH:16]2[CH2:17][CH2:18]3)[NH:19][c:20]2[cH:21][cH:22][cH:23][cH:24][cH:25]2)[cH:2][cH:3][cH:4][cH:5][cH:6]1.